From a dataset of the Open Reaction Database (ORD), a public repository of structured organic reaction records. describe an organic reaction: reactants, conditions, products, and yield Starting materials: CC(C)(C)[O-], CI, [K+], N#Cc1c[nH]c2cc([N+](=O)[O-])ccc12, C1CCOC1, O, O=C(O)CC(O)(CC(=O)O)C(=O)O. The product is Cn1cc(C#N)c2ccc([N+](=O)[O-])cc21. As a reaction SMILES: [CH3:15][C:16]([CH3:17])([O-:18])[CH3:19].[CH3:21][I:22].[K+:20].[N+:1](=[O:2])([O-:3])[c:4]1[cH:5][cH:6][c:7]2[c:8]([C:13]#[N:14])[cH:9][nH:10][c:11]2[cH:12]1.[O:36]1[CH2:37][CH2:38][CH2:39][CH2:40]1.[OH2:41].[OH:23][C:24]([CH2:25][C:26]([C:27](=[O:28])[OH:29])([CH2:30][C:31](=[O:32])[OH:33])[OH:34])=[O:35]>>[N+:1](=[O:2])([O-:3])[c:4]1[cH:5][cH:6][c:7]2[c:8]([C:13]#[N:14])[cH:9][n:10]([CH3:15])[c:11]2[cH:12]1. Reactants: C1CCOC1 (THF), intermediate 23, [Li+].C[Si](C)(C)[N-][Si](C)(C)C (LHMDS), CC1=NC(=NC(=C1CC(=O)OC)C1=CC=C(C=C1)C)N1CCCCC1 (methyl 2-(4-methyl-2-(piperidin-1-yl)-6-p-tolylpyrimidin-5-yl)acetate), solution, IC(C)CC (2-iodobutane). Solvent: CN(C)C=O (DMF). Reaction conditions: temperature -15 celsius, time 15 minute. Yields the product CC(C(C(=O)OC)C=1C(=NC(=NC1C1=CC=C(C=C1)C)N1CCCCC1)C)CC (Methyl 3-methyl-2-(4-methyl-2-(piperidin-1-yl)-6-p-tolylpyrimidin-5-yl)pentanoate). Isolated yield 33.4%. As a reaction SMILES: [CH3:1][C:2]1[C:7]([CH2:8][C:9]([O:11][CH3:12])=[O:10])=[C:6]([C:13]2[CH:18]=[CH:17][C:16]([CH3:19])=[CH:15][CH:14]=2)[N:5]=[C:4]([N:20]2[CH2:25][CH2:24][CH2:23][CH2:22][CH2:21]2)[N:3]=1.[Li+].C[Si]([N-][Si](C)(C)C)(C)C.[CH2:36]1[CH2:40]O[CH2:38][CH2:37]1.IC(CC)C>CN(C=O)C>[CH3:40][CH:36]([CH2:37][CH3:38])[CH:8]([C:7]1[C:2]([CH3:1])=[N:3][C:4]([N:20]2[CH2:21][CH2:22][CH2:23][CH2:24][CH2:25]2)=[N:5][C:6]=1[C:13]1[CH:18]=[CH:17][C:16]([CH3:19])=[CH:15][CH:14]=1)[C:9]([O:11][CH3:12])=[O:10] |f:1.2|. Reported procedure: To a cooled (−15° C.) solution of intermediate 23: methyl 2-(4-methyl-2-(piperidin-1-yl)-6-p-tolylpyrimidin-5-yl)acetate (0.100 g; 0.295 mmol) in dry DMF (1.5 mL) was wadded a 1N solution of LHMDS in THF (0.324 mL; 0.324 mmol) dropwise and the mixture was stirred at (−15° C.) for 15 min, followed by the dropwise addition of 2-iodobutane (0.068 mL; 0.589 mmol). After stirring for 2 h at (−15° C.) the mixture was allowed to warm up to room temperature. After 1 h the reaction was quenched by adding... Reactants: CC1=C(C=2C(=NC(=CC2)SC)N1)C (2,3-dimethyl-6-methylthiopyrrolo[2,3-b]pyridine), C(C(=O)C1=CC=CC=C1)Cl (phenacyl chloride). The solvent is CC#N (CH3CN). The product is CC1=C(C=2C(N(C(=CC2)SC)CC(=O)C2=CC=CC=C2)=N1)C (2,3-Dimethyl-6-methylthio-7-phenacylpyrrolo[2,3-b]pyridine). Isolated yield 41.2%. RXN SMILES: [CH3:1][C:2]1[NH:12][C:5]2=[N:6][C:7]([S:10][CH3:11])=[CH:8][CH:9]=[C:4]2[C:3]=1[CH3:13].[CH2:14](Cl)[C:15]([C:17]1[CH:22]=[CH:21][CH:20]=[CH:19][CH:18]=1)=[O:16]>CC#N>[CH3:1][C:2]1[N:12]=[C:5]2[N:6]([CH2:14][C:15]([C:17]3[CH:22]=[CH:21][CH:20]=[CH:19][CH:18]=3)=[O:16])[C:7]([S:10][CH3:11])=[CH:8][CH:9]=[C:4]2[C:3]=1[CH3:13]. Procedure details: A mixture of 2,3-dimethyl-6-methylthiopyrrolo[2,3-b]pyridine (100 mg, 0.5 mmol) and phenacyl chloride (804 mg, 5 mmol) in 3 ml CH3CN was refluxed for 72 h. The solvent was evaporated and the residue chromatographed (silica, CH2Cl2 /MeOH;59/5). Pure fractions were pooled, evaporated, and taken up in 100 ml CH2Cl2. The organic layer was washed with 25 ml 2M HCl, dried over MgSO4, and evaporated leaving 64 mg (35%) pure product as the hydrochloride. The reactants are COCn1c2c(c3ccccc31)CCN(C(=O)OC(C)(C)C)C2, CO, Cl, [Na+], [OH-]. The product is COCn1c2c(c3ccccc31)CCNC2. RXN SMILES: [C:2]([O:3][C:4](=[O:5])[N:9]1[CH2:10][c:11]2[n:12]([CH2:22][O:23][CH3:24])[c:13]3[cH:14][cH:15][cH:16][cH:17][c:18]3[c:19]2[CH2:20][CH2:21]1)([CH3:6])([CH3:7])[CH3:8].[CH3:27][OH:28].[ClH:1].[Na+:26].[OH-:25]>>[NH:9]1[CH2:10][c:11]2[n:12]([CH2:22][O:23][CH3:24])[c:13]3[cH:14][cH:15][cH:16][cH:17][c:18]3[c:19]2[CH2:20][CH2:21]1. The reactants are O1CCC(CC1)=O (dihydro-2H-pyran-4(3H)-one), II (iodine), CC(CN)C (2-methylpropan-1-amine), [S-]C#N.[K+] (potassium thiocyanate). Product: C(C(C)C)N1C(SC2=C1CCOC2)=N (1-isobutyl-6,7-dihydro-1H-pyrano[4,3-d]thiazol-2(4H)-imine). Reaction SMILES: [O:1]1[CH2:6][CH2:5][C:4](=O)[CH2:3][CH2:2]1.[CH3:8][CH:9]([CH3:12])[CH2:10][NH2:11].[S-:13][C:14]#[N:15].[K+].II>>[CH2:10]([N:11]1[C:4]2[CH2:3][CH2:2][O:1][CH2:6][C:5]=2[S:13][C:14]1=[NH:15])[CH:9]([CH3:12])[CH3:8] |f:2.3|. Procedure: Commercially available dihydro-2H-pyran-4(3H)-one (Aldrich), 2-methylpropan-1-amine (Aldrich), potassium thiocyanate (Aldrich) and iodine (EMD chemicals) were processed using the method described in Example 91A to afford the title compound. MS (ESI+) m/z 213 (M+H)+. The reactants are [Cl-].O[NH3+] (Hydroxylammoniumchloride), OCC(=O)C1=CC=CC=C1 (2-hydroxyacetophenone), Cl (HCl), C(C)(=O)[O-].[Na+] (sodium acetate). The solvent is C(C)O.O (ethanol water), C(C)O.O (ethanol water). Run at temperature 100 celsius, time 8 hour. The product is OC1=C(C=CC=C1)C(C)=NO (1-(2-Hydroxy-phenyl)-ethanone oxime). As a reaction SMILES: [Cl-].[OH:2][NH3+:3].[C:4]([O-:7])(=O)[CH3:5].[Na+].O[CH2:10][C:11]([C:13]1C=C[CH:16]=[CH:15][CH:14]=1)=O.Cl>C(O)C.O>[OH:7][C:4]1[CH:5]=[CH:16][CH:15]=[CH:14][C:13]=1[C:11](=[N:3][OH:2])[CH3:10] |f:0.1,2.3,6.7|. Reported procedure: Hydroxylammoniumchloride (6.96 g, 100 mmol) and sodium acetate.3H2O (13.6 g, 100 mmol) were dissolved in 150 mL ethanol:water (7:3) and added to a solution of 2-hydroxyacetophenone (6.81 g, 50 mmol) in 50 mL ethanol:water (7:3). The pH was adjusted to 4-5 with 4N HCl (˜10 mL) and the reaction mixture was then heated to reflux (100° C.) for 1 hour. The oil bath was removed and the mixture was left overnight with stirring. Ethanol was partly removed by evaporation and the aqueous phase was extract... Starting materials: ice, ClC=1C=C(OC2=CC=3C4C(C(NC3C=C2)C2CCCCC2)CCCO4)C=CC1 (9-(3-chlorophenoxy)-5-cyclohexyl-3,4,4a,5,6,10b-hexahydro-2H-pyrano[3,2-c]quinoline), Cl (HCl). Solvent: CC(=O)C (acetone). Conditions: time 30 minute. Yields the product Cl.ClC=1C=C(OC2=CC=3C4C(C(NC3C=C2)C2CCCCC2)CCCO4)C=CC1 (9-(3-chlorophenoxy)-5-cyclohexyl-3,4,4a,5,6,10b-hexahydro-2H-pyrano[3,2-c]quinoline hydrochloride). Yield: 153.5%. RXN SMILES: [Cl:1][C:2]1[CH:3]=[C:4]([CH:26]=[CH:27][CH:28]=1)[O:5][C:6]1[CH:15]=[CH:14][C:13]2[NH:12][CH:11]([CH:16]3[CH2:21][CH2:20][CH2:19][CH2:18][CH2:17]3)[CH:10]3[CH2:22][CH2:23][CH2:24][O:25][CH:9]3[C:8]=2[CH:7]=1.Cl>CC(C)=O>[ClH:1].[Cl:1][C:2]1[CH:3]=[C:4]([CH:26]=[CH:27][CH:28]=1)[O:5][C:6]1[CH:15]=[CH:14][C:13]2[NH:12][CH:11]([CH:16]3[CH2:17][CH2:18][CH2:19][CH2:20][CH2:21]3)[CH:10]3[CH2:22][CH2:23][CH2:24][O:25][CH:9]3[C:8]=2[CH:7]=1 |f:3.4|. Reported procedure: To an ice-cooled solution of (4aSR*,5RS*,10bSR*)-9-(3-chlorophenoxy)-5-cyclohexyl-3,4,4a,5,6,10b-hexahydro-2H-pyrano[3,2-c]quinoline (50 mg, 0.126 mmol) in acetone (500 μL) was added dropwise a 2 M HCl solution (in ether, 69 μL, 1.38 mmol, 1.1 equiv.). After 30 min. stirring at r.t., a solid had precipitated. The solid was filtered off and dried in vacuum to give (4aSR*,5RS*,10bSR*)-9-(3-chlorophenoxy)-5-cyclohexyl-3,4,4a,5,6,10b-hexahydro-2H-pyrano[3,2-c]quinoline hydrochloride (42 mg, 76%) as ... Reactants: CCCC(Br)Br, C1CCOC1, N#CCc1ccc(OC(F)(F)F)cc1, [H-], [Na+]. Yields the product N#CC1(c2ccc(OC(F)(F)F)cc2)CCCC1. RXN SMILES: [Br:17][CH:18]([CH2:19][CH2:20][CH3:21])[Br:22].[CH2:23]1[O:24][CH2:25][CH2:26][CH2:27]1.[F:3][C:4]([O:5][c:6]1[cH:7][cH:8][c:9]([CH2:12][C:13]#[N:14])[cH:10][cH:11]1)([F:15])[F:16].[H-:1].[Na+:2]>>[F:3][C:4]([O:5][c:6]1[cH:7][cH:8][c:9]([C:12]2([C:13]#[N:14])[CH2:18][CH2:19][CH2:20][CH2:21]2)[cH:10][cH:11]1)([F:15])[F:16]. Reactants: C1(=C(C=CC=C1)C1=C(C(=O)O)C=CN=C1)C (3-o-tolyl-isonicotinic acid), FC(C=1C=C(CN)C=C(C1)C(F)(F)F)(F)F (3,5-bis(trifluoromethyl)benzylamine), Cl.CN(CCCN=C=NCC)C (N-(3-dimethylaminopropyl)-N′-ethyl-carbodiimide hydrochloride). The solvent is ClCCl (dichloromethane). Reaction conditions: time 12 hour. Yields the product FC(C=1C=C(CNC(C2=C(C=NC=C2)C2=C(C=CC=C2)C)=O)C=C(C1)C(F)(F)F)(F)F (N-(3,5-Bis-trifluoromethyl-benzyl)-3-o-tolyl-isonicotinamide). The yield is 42.4%. RXN SMILES: [C:1]1([CH3:16])[CH:6]=[CH:5][CH:4]=[CH:3][C:2]=1[C:7]1[CH:15]=[N:14][CH:13]=[CH:12][C:8]=1[C:9]([OH:11])=O.[F:17][C:18]([F:32])([F:31])[C:19]1[CH:20]=[C:21]([CH:24]=[C:25]([C:27]([F:30])([F:29])[F:28])[CH:26]=1)[CH2:22][NH2:23].Cl.CN(C)CCCN=C=NCC>ClCCl>[F:17][C:18]([F:31])([F:32])[C:19]1[CH:20]=[C:21]([CH:24]=[C:25]([C:27]([F:30])([F:28])[F:29])[CH:26]=1)[CH2:22][NH:23][C:9](=[O:11])[C:8]1[CH:12]=[CH:13][N:14]=[CH:15][C:7]=1[C:2]1[CH:3]=[CH:4][CH:5]=[CH:6][C:1]=1[CH3:16] |f:2.3|. Procedure: To a solution of 0.28 g (1.17 mol) 3-o-tolyl-isonicotinic acid and 0.34 g (1.40 mmol) 3,5-bis(trifluoromethyl)benzylamine in 10 ml dichloromethane 0.38 ml N-methylmorpholine and 0.27 g (1.40 mmol) N-(3-dimethylaminopropyl)-N′-ethyl-carbodiimide hydrochloride were added and the mixture stirred for 12 h. The phases were separated, the water phase extracted with three portions of dichloromethane. The combined organic phases were dried (magnesium sulfate) and evaporated. Chromatography of the residu...